This data is from the Open Reaction Database (ORD), a public repository of structured organic reaction records. The task is: describe an organic reaction: reactants, conditions, products, and yield Starting materials: BrC=1C=C(C=CC1)CCCC(=O)O (4-(3-bromophenyl)butyric acid), B2H6 THF, [OH-].[Na+] (NaOH), ice water. Solvent: C1CCOC1 (THF). Reaction conditions: time 18 hour. Yields the product BrC=1C=C(C=CC1)CCCCO (4-(3-bromophenyl)butan-1-ol). Yield: 70.0%. As a reaction SMILES: [Br:1][C:2]1[CH:3]=[C:4]([CH2:8][CH2:9][CH2:10][C:11](O)=[O:12])[CH:5]=[CH:6][CH:7]=1.[H]1[BH2][H][BH2]1.C1COCC1.[OH-].[Na+]>C1COCC1>[Br:1][C:2]1[CH:3]=[C:4]([CH2:8][CH2:9][CH2:10][CH2:11][OH:12])[CH:5]=[CH:6][CH:7]=1 |f:1.2,3.4|. Reported procedure: A cold (0° C.) solution of 4-(3-bromophenyl)butyric acid (2.85 g, 11.7 mmol) in THF was treated slowly with a solution of B2H6-THF (35 mL), stirred at room temperature for 18 hours, poured into ice/water, basified with 2.5 N NaOH to pH=11 and extracted with CH2Cl2. The extracts were combined, washed with brine, dried over MgSO4 and concentrated in vacuo. Purification of the resultant residue by column chromatography using hexanes/CH2Cl2/MeOH (4/4.5/0.5) as the eluting solvent afforded 4-(3-bromo...